Dataset: the Open Reaction Database (ORD), a public repository of structured organic reaction records. Task: describe an organic reaction: reactants, conditions, products, and yield Starting materials: CC(C)CCN, CCO, CC(CN1CCCC1)N1c2ccccc2Sc2ccc(C(N)=S)cc21, S. Product: CC(C)CCNC(=S)c1ccc2c(c1)N(C(C)CN1CCCC1)c1ccccc1S2. RXN SMILES: [CH3:26][CH:27]([CH2:28][CH2:29][NH2:30])[CH3:31].[CH3:33][CH2:34][OH:35].[N:1]1([CH2:6][CH:7]([CH3:8])[N:9]2[c:10]3[cH:11][cH:12][cH:13][cH:14][c:15]3[S:16][c:17]3[cH:18][cH:19][c:20]([C:23]([NH2:24])=[S:25])[cH:21][c:22]32)[CH2:2][CH2:3][CH2:4][CH2:5]1.[SH2:32]>>[N:1]1([CH2:6][CH:7]([CH3:8])[N:9]2[c:10]3[cH:11][cH:12][cH:13][cH:14][c:15]3[S:16][c:17]3[cH:18][cH:19][c:20]([C:23]([NH:24][CH2:29][CH2:28][CH:27]([CH3:26])[CH3:31])=[S:25])[cH:21][c:22]32)[CH2:2][CH2:3][CH2:4][CH2:5]1. Reactants: C1CNCCN1, CS(C)=O, CCOC(C)=O, N#Cc1ccc(C(F)(F)F)cc1F. Reaction SMILES: [CH2:1]1[CH2:2][NH:3][CH2:4][CH2:5][NH:6]1.[CH3:20][S:21]([CH3:22])=[O:23].[CH3:24][CH2:25][O:26][C:27]([CH3:28])=[O:29].[F:7][c:8]1[c:9]([C:10]#[N:11])[cH:12][cH:13][c:14]([C:16]([F:17])([F:18])[F:19])[cH:15]1>>[CH2:1]1[CH2:2][N:3]([c:8]2[c:9]([C:10]#[N:11])[cH:12][cH:13][c:14]([C:16]([F:17])([F:18])[F:19])[cH:15]2)[CH2:4][CH2:5][NH:6]1. The product is N#Cc1ccc(C(F)(F)F)cc1N1CCNCC1. Product: CN(CCN1C(=O)CCc2cc(NC(=N)c3cccs3)ccc21)C(=O)Oc1ccccc1. Reactants: CCO, I, CN(CCN1C(=O)CCc2cc(N)ccc21)C(=O)Oc1ccccc1, CSC(=N)c1cccs1. As a reaction SMILES: [CH3:36][CH2:37][OH:38].[IH:1].[NH2:11][c:12]1[cH:13][c:14]2[c:19]([cH:20][cH:21]1)[N:18]([CH2:22][CH2:23][N:24]([C:25]([O:26][c:27]1[cH:28][cH:29][cH:30][cH:31][cH:32]1)=[O:33])[CH3:34])[C:17](=[O:35])[CH2:16][CH2:15]2.[s:2]1[c:3]([C:7](=[NH:8])[S:9][CH3:10])[cH:4][cH:5][cH:6]1>>[s:2]1[c:3]([C:7](=[NH:8])[NH:11][c:12]2[cH:13][c:14]3[c:19]([cH:20][cH:21]2)[N:18]([CH2:22][CH2:23][N:24]([C:25]([O:26][c:27]2[cH:28][cH:29][cH:30][cH:31][cH:32]2)=[O:33])[CH3:34])[C:17](=[O:35])[CH2:16][CH2:15]3)[cH:4][cH:5][cH:6]1. The reactants are polyvinyl alcohol, C(C=C)(=O)OCC(CCCC)CC (2-ethylhexyl acrylate), C(C(=C)C)(=O)O (methacrylic acid), C(C(=C)C)(=O)OC (methyl methacrylate), C(CCCCCCCCCCC)S (dodecyl mercaptan), C(CCCCCCCCCCC)(=O)OOC(CCCCCCCCCCC)=O (lauroyl peroxide), [Cl-].[Na+] (sodium chloride). Run in O (water). The product is C(C=C)(=O)OCC(CCCC)CC.C(C(=C)C)(=O)O.C(C(=C)C)(=O)OC (2-ethylhexyl acrylate methacrylic acid methyl methacrylate). Reaction SMILES: [Cl-].[Na+].[C:3]([O:7][CH2:8][CH:9]([CH2:14][CH3:15])[CH2:10][CH2:11][CH2:12][CH3:13])(=[O:6])[CH:4]=[CH2:5].[C:16]([OH:21])(=[O:20])[C:17]([CH3:19])=[CH2:18].[C:22]([O:27][CH3:28])(=[O:26])[C:23]([CH3:25])=[CH2:24].C(S)CCCCCCCCCCC.C(OOC(=O)CCCCCCCCCCC)(=O)CCCCCCCCCCC>O>[C:3]([O:7][CH2:8][CH:9]([CH2:14][CH3:15])[CH2:10][CH2:11][CH2:12][CH3:13])(=[O:6])[CH:4]=[CH2:5].[C:16]([OH:21])(=[O:20])[C:17]([CH3:19])=[CH2:18].[C:22]([O:27][CH3:28])(=[O:26])[C:23]([CH3:25])=[CH2:24] |f:0.1,8.9.10|. Procedure details: In 100 g of water placed in a 200 ml-volume flask were dissolved 0.1 g of polyvinyl alcohol (degree of polymerization of 1700 and degree of saponification of 88%) and then 4 g of sodium chloride. Into the solution were added 19.8 g of 2-ethylhexyl acrylate, 0.5 g of methacrylic acid, 1.25 g of methyl methacrylate, 0.005 g of dodecyl mercaptan, and 0.1 g of lauroyl peroxide. The mixture was allowed to polymerize at temperature of 60° C. for 6 hours. The resulting suspension particles were separat...